Dataset: the Open Reaction Database (ORD), a public repository of structured organic reaction records. Task: describe an organic reaction: reactants, conditions, products, and yield Starting materials: C1(CC1)N(C=1C(=NC2=CC=C(C=C2N1)C(=O)OC)C=1C=C2C=CNC2=CC1)C (methyl 3-[cyclopropyl(methyl)amino]-2-(1H-indol-5-yl)quinoxaline-6-carboxylate), [OH-].[Na+] (sodium hydroxide). Run in CO (methanol), O (water). Reaction conditions: time 8 hour. Yields the product C1(CC1)N(C=1C(=NC2=CC=C(C=C2N1)C(=O)O)C=1C=C2C=CNC2=CC1)C (3-[cyclopropyl(methyl)amino]-2-(1H-indol-5-yl)quinoxaline-6-carboxylic acid), solid. Yield: 30.0%. Reaction SMILES: [CH:1]1([N:4]([CH3:28])[C:5]2[C:6]([C:19]3[CH:20]=[C:21]4[C:25](=[CH:26][CH:27]=3)[NH:24][CH:23]=[CH:22]4)=[N:7][C:8]3[C:13]([N:14]=2)=[CH:12][C:11]([C:15]([O:17]C)=[O:16])=[CH:10][CH:9]=3)[CH2:3][CH2:2]1.[OH-].[Na+]>CO.O>[CH:1]1([N:4]([CH3:28])[C:5]2[C:6]([C:19]3[CH:20]=[C:21]4[C:25](=[CH:26][CH:27]=3)[NH:24][CH:23]=[CH:22]4)=[N:7][C:8]3[C:13]([N:14]=2)=[CH:12][C:11]([C:15]([OH:17])=[O:16])=[CH:10][CH:9]=3)[CH2:2][CH2:3]1 |f:1.2|. Procedure details: To a solution of methyl 3-[cyclopropyl(methyl)amino]-2-(1H-indol-5-yl)quinoxaline-6-carboxylate (71 mg, 0.19 mmol) in methanol (20 mL) and water (1.0 mL) was added sodium hydroxide (22.9 mg, 0.57 mmol) with stirring overnight at room temperature. The reaction mixture was concentrated in vacuo, dissolved in water (10 mL), adjusted pH to 4 with HCl (3N) to give the precipitate, which was collected by filtration to afford 3-[cyclopropyl(methyl)amino]-2-(1H-indol-5-yl)quinoxaline-6-carboxylic acid o...